From a dataset of the Open Reaction Database (ORD), a public repository of structured organic reaction records. describe an organic reaction: reactants, conditions, products, and yield Reactants: C(C)(C)(C)OC(=O)N1CCN(CC1)C1=CC(NC2=CC(=CC=C12)Cl)=O (4-[4-(tert-Butoxycarbonyl)piperazin-1-yl]-7-chloroquinol-2-one), [H-].[Na+] (sodium hydride), N-phenyl(trifluoromethylsulfon)imide, C(CCC)N (n-butylamine). RXN SMILES: [C:1]([O:5][C:6]([N:8]1[CH2:13][CH2:12][N:11]([C:14]2[C:23]3[C:18](=[CH:19][C:20]([Cl:24])=[CH:21][CH:22]=3)[NH:17][C:16](=O)[CH:15]=2)[CH2:10][CH2:9]1)=[O:7])([CH3:4])([CH3:3])[CH3:2].[H-].[Na+].[CH2:28]([NH2:32])[CH2:29][CH2:30][CH3:31]>>[C:1]([O:5][C:6]([N:8]1[CH2:13][CH2:12][N:11]([C:14]2[C:23]3[C:18](=[CH:19][C:20]([Cl:24])=[CH:21][CH:22]=3)[N:17]=[C:16]([NH:32][CH2:28][CH2:29][CH2:30][CH3:31])[CH:15]=2)[CH2:10][CH2:9]1)=[O:7])([CH3:4])([CH3:3])[CH3:2] |f:1.2|. Procedure: 4-[4-(tert-Butoxycarbonyl)piperazin-1-yl]-7-chloroquinol-2-one (150 mg, 0.41 mmol), sodium hydride (15 mg, 0.6 mmol), N-phenyl(trifluoromethylsulfon)imide (208 mg, 0.58 mmol), and n-butylamine (0.16 mL, 1.65 mmol) are treated according to method E yielding the title product. Product: C(C)(C)(C)OC(=O)N1CCN(CC1)C1=CC(=NC2=CC(=CC=C12)Cl)NCCCC (4-[4-(tert-Butoxycarbonyl)piperazin-1-yl]-2-(n-butylamino)-7-chloroquinoline). Starting materials: COCCOCCOCCOCCOCCOCCOCCOS(C)(=O)=O, OCCOCCOCCO. Yields the product COCCOCCOCCOCCOCCOCCOCCOCCOCCOCCO. As a reaction SMILES: [CH3:1][O:2][CH2:3][CH2:4][O:5][CH2:6][CH2:7][O:8][CH2:9][CH2:10][O:11][CH2:12][CH2:13][O:14][CH2:15][CH2:16][O:17][CH2:18][CH2:19][O:20][CH2:21][CH2:22][O:23][S:24]([CH3:25])(=[O:26])=[O:27].[OH:28][CH2:29][CH2:30][O:31][CH2:32][CH2:33][O:34][CH2:35][CH2:36][OH:37]>>[CH3:1][O:2][CH2:3][CH2:4][O:5][CH2:6][CH2:7][O:8][CH2:9][CH2:10][O:11][CH2:12][CH2:13][O:14][CH2:15][CH2:16][O:17][CH2:18][CH2:19][O:20][CH2:21][CH2:22][O:23][CH2:29][CH2:30][O:31][CH2:32][CH2:33][O:34][CH2:35][CH2:36][OH:37]. Starting materials: COCCOC1=CC=C(C=C1)C#CC1(CN2CCC1CC2)O (3-[2-{4-(2-methoxyethoxy)phenyl}ethynyl]-quinuclidin-3-ol), [H][H] (hydrogen). Reagents/catalysts: [Pd] (palladium on carbon). Solvent: C(C)O (ethanol). Product: COCCOC1=CC=C(C=C1)CCC1(CN2CCC1CC2)O (3-[2-{4-(2-methoxyethoxy)phenyl}ethyl]quinuclidin-3-ol). Yield: 38.4%. As a reaction SMILES: [CH3:1][O:2][CH2:3][CH2:4][O:5][C:6]1[CH:11]=[CH:10][C:9]([C:12]#[C:13][C:14]2([OH:22])[CH:19]3[CH2:20][CH2:21][N:16]([CH2:17][CH2:18]3)[CH2:15]2)=[CH:8][CH:7]=1.[H][H]>C(O)C.[Pd]>[CH3:1][O:2][CH2:3][CH2:4][O:5][C:6]1[CH:7]=[CH:8][C:9]([CH2:12][CH2:13][C:14]2([OH:22])[CH:19]3[CH2:20][CH2:21][N:16]([CH2:17][CH2:18]3)[CH2:15]2)=[CH:10][CH:11]=1. Procedure details: A mixture of 3-[2-{4-(2-methoxyethoxy)phenyl}ethynyl]-quinuclidin-3-ol (1.8 g) in ethanol (200 ml) and a catalyst of 10% (v/v) palladium on carbon (100 mg) was stirred under an atmosphere of hydrogen until hydrogen uptake ceased. The palladium/carbon catalyst was removed by filtration and the filtrate was evaporated. The residue was crystallised from a 3:1 (v/v) mixture of cyclohexane ethylacetate to give 3-[2-{4-(2-methoxyethoxy)phenyl}ethyl]quinuclidin-3-ol (700 mg) as a solid, mpt 116-117° C.... Starting materials: CC(C)(C)OC(=O)N1CCC(NC(=O)Cc2ccc(Cl)cc2)CC1, ClCCl, O=C(O)C(F)(F)F. Yields the product O=C(Cc1ccc(Cl)cc1)NC1CCNCC1. RXN SMILES: [C:1]([O:2][C:3](=[O:4])[N:8]1[CH2:9][CH2:10][CH:11]([NH:14][C:15]([CH2:16][c:17]2[cH:18][cH:19][c:20]([Cl:23])[cH:21][cH:22]2)=[O:24])[CH2:12][CH2:13]1)([CH3:5])([CH3:6])[CH3:7].[Cl:32][CH2:33][Cl:34].[OH:25][C:26]([C:27]([F:28])([F:29])[F:30])=[O:31]>>[NH:8]1[CH2:9][CH2:10][CH:11]([NH:14][C:15]([CH2:16][c:17]2[cH:18][cH:19][c:20]([Cl:23])[cH:21][cH:22]2)=[O:24])[CH2:12][CH2:13]1. Starting materials: CC(C)CC(C)O, CO, CC(C)CN1CCC(=O)N(C)c2cnc(Cl)nc21, COc1cc(C(=O)NC2CCN(C)CC2)ccc1N, O, Cc1ccc(S(=O)(=O)O)cc1. Yields the product COc1cc(C(=O)NC2CCN(C)CC2)ccc1Nc1ncc2c(n1)N(CC(C)C)CCC(=O)N2C. RXN SMILES: [CH3:49][CH:50]([CH3:51])[CH2:52][CH:53]([OH:54])[CH3:55].[CH3:56][OH:57].[Cl:1][c:2]1[n:3][cH:4][c:5]2[c:11]([n:12]1)[N:10]([CH2:13][CH:14]([CH3:15])[CH3:16])[CH2:9][CH2:8][C:7](=[O:17])[N:6]2[CH3:18].[NH2:19][c:20]1[c:21]([O:36][CH3:37])[cH:22][c:23]([C:24](=[O:25])[NH:26][CH:27]2[CH2:28][CH2:29][N:30]([CH3:33])[CH2:31][CH2:32]2)[cH:34][cH:35]1.[OH2:58].[c:38]1([CH3:39])[cH:40][cH:41][c:42]([S:43]([OH:44])(=[O:45])=[O:46])[cH:47][cH:48]1>>[c:2]1([NH:19][c:20]2[c:21]([O:36][CH3:37])[cH:22][c:23]([C:24](=[O:25])[NH:26][CH:27]3[CH2:28][CH2:29][N:30]([CH3:33])[CH2:31][CH2:32]3)[cH:34][cH:35]2)[n:3][cH:4][c:5]2[c:11]([n:12]1)[N:10]([CH2:13][CH:14]([CH3:15])[CH3:16])[CH2:9][CH2:8][C:7](=[O:17])[N:6]2[CH3:18].